This data is from the Open Reaction Database (ORD), a public repository of structured organic reaction records. The task is: describe an organic reaction: reactants, conditions, products, and yield Reactants: C([O-])(O)=O.[Na+] (sodium bicarbonate), COC=1N=C2C(=CC=NC2=CC1)N1CC(CC1)NCCN (N1-[1-(6-Methoxy-[1,5]naphthyridin-4-yl)-pyrrolidin-3-yl]-ethane-1,2-diamine), C(Cl)(Cl)Cl (chloroform), [BH4-].[Na+] (sodium borohydride), O=C1NC2=C(OC1)C=CC(=N2)C=O (3-oxo-3,4-dihydro-2H -pyrido[3,2-b ][1,4]oxazine-6-carbaldehyde). The solvent is CO (MeOH), C(Cl)Cl (DCM). Conditions: time 8 hour. Product: Cl.Cl.COC=1N=C2C(=CC=NC2=CC1)N1CC(CC1)NCCNCC=1C=CC=2OCC(NC2N1)=O (6-({2-[1-(6-Methoxy-[1,5]naphthyridin-4-yl)-pyrrolidin-3-ylamino]-ethylamino}-methyl)-4H-pyrido[3,2-b][1,4]oxazin-3-one dihydrochloride). The yield is 40.0%. Reaction SMILES: [CH3:1][O:2][C:3]1[N:4]=[C:5]2[C:10](=[CH:11][CH:12]=1)[N:9]=[CH:8][CH:7]=[C:6]2[N:13]1[CH2:17][CH2:16][CH:15]([NH:18][CH2:19][CH2:20][NH2:21])[CH2:14]1.[O:22]=[C:23]1[CH2:28][O:27][C:26]2[CH:29]=[CH:30][C:31]([CH:33]=O)=[N:32][C:25]=2[NH:24]1.[BH4-].[Na+].C(=O)(O)[O-].[Na+].C(Cl)(Cl)[Cl:43]>CO.C(Cl)Cl>[ClH:43].[ClH:43].[CH3:1][O:2][C:3]1[N:4]=[C:5]2[C:10](=[CH:11][CH:12]=1)[N:9]=[CH:8][CH:7]=[C:6]2[N:13]1[CH2:17][CH2:16][CH:15]([NH:18][CH2:19][CH2:20][NH:21][CH2:33][C:31]2[CH:30]=[CH:29][C:26]3[O:27][CH2:28][C:23](=[O:22])[NH:24][C:25]=3[N:32]=2)[CH2:14]1 |f:2.3,4.5,9.10.11|. Procedure: N1-[1-(6-Methoxy-[1,5]naphthyridin-4-yl)-pyrrolidin-3-yl]-ethane-1,2-diamine (250 mg, 0.77 mmol) (from Example 2c) was dissolved in MeOH:DCM (8 mL, 1:1) and treated with 3-oxo-3,4-dihydro-2H -pyrido[3,2-b ][1,4]oxazine-6-carbaldehyde (138 mg, 0.77 mmol). After stirring overnight, the reaction mixture was treated with sodium borohydride (29 mg, 0.77 mmol) and stirred 1 h. The reaction mixture was diluted with chloroform and poured into saturated aqueous sodium bicarbonate solution. The aqueous la...